Dataset: the Open Reaction Database (ORD), a public repository of structured organic reaction records. Task: describe an organic reaction: reactants, conditions, products, and yield Reactants: CC=1N=NSC1C(=O)O (4-Methyl-1,2,3-thiadiazole-5-carboxylic acid), ClC=1C=C(N)C=CC1F (3-Chloro-4-fluoroaniline), Bromotris(pyrrolydino)phosphonium hexafluorophosphate, CCN(C(C)C)C(C)C (DIPEA). The solvent is C(Cl)Cl (DCM). Run at time 3 hour. Product: ClC=1C=C(C=CC1F)NC(=O)C1=C(N=NS1)C (4-Methyl-[1,2,3]thiadiazole-5-carboxylic acid (3-chloro-4-fluoro-phenyl)-amide). Yield: 60.0%. Reaction SMILES: [CH3:1][C:2]1[N:3]=[N:4][S:5][C:6]=1[C:7]([OH:9])=O.CCN(C(C)C)C(C)C.[Cl:19][C:20]1[CH:21]=[C:22]([CH:24]=[CH:25][C:26]=1[F:27])[NH2:23]>C(Cl)Cl>[Cl:19][C:20]1[CH:21]=[C:22]([NH:23][C:7]([C:6]2[S:5][N:4]=[N:3][C:2]=2[CH3:1])=[O:9])[CH:24]=[CH:25][C:26]=1[F:27]. Procedure: 4-Methyl-1,2,3-thiadiazole-5-carboxylic acid (39.6 mg, 0.275 mmol) was suspended in DCM (2.0 mL). Bromotris(pyrrolydino)phosphonium hexafluorophosphate (128 mg, 0.27 mmol) and DIPEA (96 μL, 0.55 mmol) were added and premixed for 5 minutes. 3-Chloro-4-fluoroaniline (40 mg, 0.27 mmol) was added. The solution was stirred for 3 hrs, then purified by silica gel chromatography, (Hex/EA)-eluting at ˜60% EA in hexane to afford the desired product (44 mg). MF=C10H7ClFN3OS; LCMS calculated for C10H8ClFN3O... Starting materials: CS(=O)(=O)NC1CCCCC1N1C(=O)c2ccccc2C(C(=O)NOCc2ccc(COC(=O)c3ccccc3)c[n+]2[O-])C1c1ccc(Cl)cc1Cl, O=C([O-])O, CCO, ClC(Cl)Cl, Cl, [Na+], [Na+], [OH-]. Product: CS(=O)(=O)NC1CCCCC1N1C(=O)c2ccccc2C(C(=O)NOCc2ccc(CO)c[n+]2[O-])C1c1ccc(Cl)cc1Cl. As a reaction SMILES: [C:1](=[O:2])([c:3]1[cH:4][cH:5][cH:6][cH:7][cH:8]1)[O:9][CH2:10][c:11]1[cH:12][n+:13]([O-:52])[c:14]([CH2:17][O:18][NH:19][C:20](=[O:21])[CH:22]2[CH:23]([c:44]3[c:45]([Cl:51])[cH:46][c:47]([Cl:50])[cH:48][cH:49]3)[N:24]([CH:33]3[CH:34]([NH:39][S:40](=[O:41])(=[O:42])[CH3:43])[CH2:35][CH2:36][CH2:37][CH2:38]3)[C:25](=[O:32])[c:26]3[cH:27][cH:28][cH:29][cH:30][c:31]32)[cH:15][cH:16]1.[C:56](=[O:57])([O-:58])[OH:59].[CH3:61][CH2:62][OH:63].[CH:64]([Cl:65])([Cl:66])[Cl:67].[ClH:55].[Na+:54].[Na+:60].[OH-:53]>>[OH:9][CH2:10][c:11]1[cH:12][n+:13]([O-:52])[c:14]([CH2:17][O:18][NH:19][C:20](=[O:21])[CH:22]2[CH:23]([c:44]3[c:45]([Cl:51])[cH:46][c:47]([Cl:50])[cH:48][cH:49]3)[N:24]([CH:33]3[CH:34]([NH:39][S:40](=[O:41])(=[O:42])[CH3:43])[CH2:35][CH2:36][CH2:37][CH2:38]3)[C:25](=[O:32])[c:26]3[cH:27][cH:28][cH:29][cH:30][c:31]32)[cH:15][cH:16]1. The reactants are Cc1ccc(Br)c(C(=O)O)c1F, CCCCCc1ccc(Br)c(O)c1F, CN(C)c1ccncc1, ClCCl, O=C(O)C(=O)O. Yields the product CCCCCc1ccc(Br)c(OC(=O)c2c(Br)ccc(C)c2F)c1F. Reaction SMILES: [Br:15][c:16]1[cH:17][cH:18][c:19]([CH3:26])[c:20]([F:25])[c:21]1[C:22](=[O:23])[OH:24].[Br:1][c:2]1[cH:3][cH:4][c:5]([CH2:10][CH2:11][CH2:12][CH2:13][CH3:14])[c:6]([F:9])[c:7]1[OH:8].[CH3:33][N:34]([CH3:35])[c:36]1[cH:37][cH:38][n:39][cH:40][cH:41]1.[Cl:42][CH2:43][Cl:44].[OH:27][C:28]([C:29](=[O:30])[OH:31])=[O:32]>>[Br:1][c:2]1[cH:3][cH:4][c:5]([CH2:10][CH2:11][CH2:12][CH2:13][CH3:14])[c:6]([F:9])[c:7]1[O:8][C:22]([c:21]1[c:16]([Br:15])[cH:17][cH:18][c:19]([CH3:26])[c:20]1[F:25])=[O:23]. Starting materials: C(C)(C)[C@H]1[C@@H](C[C@@H](CC1)C)OC(=O)[C@H]1N(CC=2C=C3O[C@H](C(N(C3=CC2C1)C)=O)C1=CC=C(C=C1)OCC1=CC(=C(C=C1)Cl)Cl)[C@@H](CC)C1=CC=CC=C1 ((3S,7S)-3-[4-(3,4-Dichloro-benzyloxy)-phenyl]-1-methyl-2-oxo-6-((S)-1-phenyl-propyl)-2,3,5,6,7,8-hexahydro-1H-4-oxa-1,6-diaza-anthracene-7-carboxylic acid (1R,2S,5R)-2-isopropyl-5-methyl-cyclohexyl ester), B(Cl)(Cl)Cl (Boron trichloride). Solvent: C(Cl)Cl (DCM). Conditions: temperature 0 celsius, time 3 hour. Yields the product OC1=CC=C(C=C1)[C@H]1C(N(C2=CC=3C[C@H](N(CC3C=C2O1)[C@@H](CC)C1=CC=CC=C1)C(=O)O)C)=O ((3S,7S)-3-(4-Hydroxy-phenyl)-1-methyl-2-oxo-6-((S)-1-phenyl-propyl)-2,3,5,6,7,8-hexahydro-1H-4-oxa-1,6-diaza-anthracene-7-carboxylic acid). The yield is 99.4%. Reaction SMILES: C([C@@H]1CC[C@@H](C)C[C@H]1[O:11][C:12]([C@@H:14]1[CH2:27][C:26]2[CH:25]=[C:24]3[C:19]([O:20][C@@H:21]([C:30]4[CH:35]=[CH:34][C:33]([O:36]CC5C=CC(Cl)=C(Cl)C=5)=[CH:32][CH:31]=4)[C:22](=[O:29])[N:23]3[CH3:28])=[CH:18][C:17]=2[CH2:16][N:15]1[C@H:46]([C:49]1[CH:54]=[CH:53][CH:52]=[CH:51][CH:50]=1)[CH2:47][CH3:48])=[O:13])(C)C.B(Cl)(Cl)Cl>C(Cl)Cl>[OH:36][C:33]1[CH:34]=[CH:35][C:30]([C@@H:21]2[O:20][C:19]3[C:24](=[CH:25][C:26]4[CH2:27][C@@H:14]([C:12]([OH:13])=[O:11])[N:15]([C@H:46]([C:49]5[CH:50]=[CH:51][CH:52]=[CH:53][CH:54]=5)[CH2:47][CH3:48])[CH2:16][C:17]=4[CH:18]=3)[N:23]([CH3:28])[C:22]2=[O:29])=[CH:31][CH:32]=1. Procedure: (3S,7S)-3-[4-(3,4-Dichloro-benzyloxy)-phenyl]-1-methyl-2-oxo-6-((S)-1-phenyl-propyl)-2,3,5,6,7,8-hexahydro-1H-4-oxa-1,6-diaza-anthracene-7-carboxylic acid (1R,2S,5R)-2-isopropyl-5-methyl-cyclohexyl ester (300 mg) was dissolved in 10 mL of dry DCM and cooled to 0° C. Boron trichloride (3 mL, 1M solution in hexanes) was added and the mixture stirred at 0° C. for 3 hours. The mixture was concentrated and treated with water/saturated sodium bicarbonate until pH 7. The aqueous mixture was extracted t... Reactants: C(C)(C)(C)OC(NC1(CCC1)C1=CC=C(C=C1)C1=C(OC2=CC=C(C=C2C1=O)F)C1=CC=CC=C1)=O ({1-[4-(6-fluoro-4-oxo-2-phenyl-4H-chromen-3-yl)-phenyl]-cyclobutyl}-carbamic acid tert-butyl ester), ClC1=NN(C=2C1=CC=C1C(C(=C(OC21)C2=CC=CC=C2)I)=O)C (3-chloro-7-iodo-1-methyl-8-phenyl-1H-9-oxa-1,2-diaza-cyclopenta[a]naphthalen-6-one). Yields the product C(C)(C)(C)OC(NC1(CCC1)C1=CC=C(C=C1)C=1C(C2=CC=C3C(=C2OC1C1=CC=CC=C1)N(N=C3Cl)C)=O)=O ({1-[4-(3-Chloro-1-methyl-6-oxo-8-phenyl-1,6-dihydro-9-oxa-1,2-diaza-cyclopenta[a]naphthalen-7-yl)-phenyl]-cyclobutyl}-carbamic acid tert-butyl ester). RXN SMILES: [C:1]([O:5][C:6](=[O:36])[NH:7][C:8]1([C:12]2[CH:17]=[CH:16][C:15]([C:18]3[C:27](=[O:28])[C:26]4[C:21](=[CH:22][CH:23]=[C:24](F)[CH:25]=4)[O:20][C:19]=3[C:30]3[CH:35]=[CH:34][CH:33]=[CH:32][CH:31]=3)=[CH:14][CH:13]=2)[CH2:11][CH2:10][CH2:9]1)([CH3:4])([CH3:3])[CH3:2].[Cl:37][C:38]1C2=CC=C3C(OC(C4C=CC=CC=4)=C(I)C3=O)=[C:41]2[N:40](C)[N:39]=1>>[C:1]([O:5][C:6](=[O:36])[NH:7][C:8]1([C:12]2[CH:17]=[CH:16][C:15]([C:18]3[C:27](=[O:28])[C:26]4[C:21]([O:20][C:19]=3[C:30]3[CH:35]=[CH:34][CH:33]=[CH:32][CH:31]=3)=[C:22]3[N:40]([CH3:41])[N:39]=[C:38]([Cl:37])[C:23]3=[CH:24][CH:25]=4)=[CH:14][CH:13]=2)[CH2:11][CH2:10][CH2:9]1)([CH3:4])([CH3:3])[CH3:2]. Reported procedure: Following the procedure used to prepare {1-[4-(6-fluoro-4-oxo-2-phenyl-4H-chromen-3-yl)-phenyl]-cyclobutyl}-carbamic acid tert-butyl ester, 3-chloro-7-iodo-1-methyl-8-phenyl-1H-9-oxa-1,2-diaza-cyclopenta[a]naphthalen-6-one was reacted to give the title compound as a pale yellow gum (34 mg). LCMS (Method H): RT=4.76 min, [M+H]+=556/558.